Dataset: the Open Reaction Database (ORD), a public repository of structured organic reaction records. Task: describe an organic reaction: reactants, conditions, products, and yield Reactants: Nc1ccccc1, O=[Ti]=O, O=C1NCCO1. Product: O=C1NCCN1c1ccccc1. RXN SMILES: [NH2:1][c:2]1[cH:3][cH:4][cH:5][cH:6][cH:7]1.[O:14]=[Ti:15]=[O:16].[O:8]1[C:9](=[O:13])[NH:10][CH2:11][CH2:12]1>>[N:1]1([c:2]2[cH:3][cH:4][cH:5][cH:6][cH:7]2)[C:9](=[O:8])[NH:10][CH2:11][CH2:12]1. Reactants: C(C)(C)(C)OC(=O)NC1CC12CCNCC2 (1-tert-butoxycarbonylamino-6-azaspiro[2.5]octane), C1(CC1)N1C=C(C(C2=CC(=C(C(=C12)F)F)F)=O)C(=O)O (1-cyclopropyl-6,7,8-trifluoro-1,4-dihydro-4-oxo-quinoline-3-carboxylic acid). Yields the product C(C)(C)(C)OC(=O)NC1CC12CCN(CC2)C2=C(C=C1C(C(=CN(C1=C2F)C2CC2)C(=O)O)=O)F (7-(1-tert-Butoxycarbonylamino-6-azaspiro[2.5]oct-6-yl)-1-cyclopropyl-6,8-difluoro-1,4-dihydro-4-oxo-quinoline-3-carboxylic acid). Isolated yield 99.9%. As a reaction SMILES: [C:1]([O:5][C:6]([NH:8][CH:9]1[C:11]2([CH2:16][CH2:15][NH:14][CH2:13][CH2:12]2)[CH2:10]1)=[O:7])([CH3:4])([CH3:3])[CH3:2].[CH:17]1([N:20]2[C:29]3[C:24](=[CH:25][C:26]([F:32])=[C:27](F)[C:28]=3[F:30])[C:23](=[O:33])[C:22]([C:34]([OH:36])=[O:35])=[CH:21]2)[CH2:19][CH2:18]1>>[C:1]([O:5][C:6]([NH:8][CH:9]1[C:11]2([CH2:12][CH2:13][N:14]([C:27]3[C:28]([F:30])=[C:29]4[C:24]([C:23](=[O:33])[C:22]([C:34]([OH:36])=[O:35])=[CH:21][N:20]4[CH:17]4[CH2:19][CH2:18]4)=[CH:25][C:26]=3[F:32])[CH2:15][CH2:16]2)[CH2:10]1)=[O:7])([CH3:4])([CH3:2])[CH3:3]. Procedure: According to the procedure of example 1A, 1-tert-butoxycarbonylamino-6-azaspiro[2.5]octane (181.2 mg, 0.80 mmol) and 1-cyclopropyl-6,7,8-trifluoro-1,4-dihydro-4-oxo-quinoline-3-carboxylic acid (239.8 mg, 0.72 mmol) were reacted to generate the title product (352.2 mg, crude). Reactants: C1=CC(=CC=2NC3=C(C21)CCCC3)C#N (5.6.7,8-tetrahydro-9H-dibenzo[b,d]pyrrole-3-carbonitrile), BrCCCCCCCC (1-bromooctane). Product: C(CCCCCCC)C1CCCC2=C1C1=C(N2)C=C(C=C1)C#N (5,6,7,8-tetrahydro-9-octyl-9H-dibenzo[b,d]pyrrole-3-carbonitrile). The yield is 71.7%. Reaction SMILES: [CH:1]1[C:9]2[C:8]3[CH2:10][CH2:11][CH2:12][CH2:13][C:7]=3[NH:6][C:5]=2[CH:4]=[C:3]([C:14]#[N:15])[CH:2]=1.Br[CH2:17][CH2:18][CH2:19][CH2:20][CH2:21][CH2:22][CH2:23][CH3:24]>>[CH2:17]([CH:10]1[C:8]2[C:9]3[CH:1]=[CH:2][C:3]([C:14]#[N:15])=[CH:4][C:5]=3[NH:6][C:7]=2[CH2:13][CH2:12][CH2:11]1)[CH2:18][CH2:19][CH2:20][CH2:21][CH2:22][CH2:23][CH3:24]. Procedure details: Using the procedure described in Example 9, 10.2 g of the carbonitrile from Example 2 was alkylated with 12.8 g of 1-bromooctane to give 11.5 g (68.5%) of 5,6,7,8-tetrahydro-9-octyl-9H-dibenzo[b,d]pyrrole-3-carbonitrile as a white solid. The reactants are [BH4-], CCOC(=O)Cn1cncc1C=C1CN(C(c2ccccc2)(c2ccccc2)c2ccccc2)CCC1=O, CCO, ClCCl, [Na+]. As a reaction SMILES: [BH4-:1].[CH2:3]([CH3:4])[O:5][C:6](=[O:7])[CH2:8][n:9]1[cH:10][n:11][cH:12][c:13]1[CH:14]=[C:15]1[CH2:16][N:17]([C:22]([c:23]2[cH:24][cH:25][cH:26][cH:27][cH:28]2)([c:29]2[cH:30][cH:31][cH:32][cH:33][cH:34]2)[c:35]2[cH:36][cH:37][cH:38][cH:39][cH:40]2)[CH2:18][CH2:19][C:20]1=[O:21].[CH3:44][CH2:45][OH:46].[Cl:41][CH2:42][Cl:43].[Na+:2]>>[CH2:3]([CH3:4])[O:5][C:6](=[O:7])[CH2:8][n:9]1[cH:10][n:11][cH:12][c:13]1[CH:14]=[C:15]1[CH2:16][N:17]([C:22]([c:23]2[cH:24][cH:25][cH:26][cH:27][cH:28]2)([c:29]2[cH:30][cH:31][cH:32][cH:33][cH:34]2)[c:35]2[cH:36][cH:37][cH:38][cH:39][cH:40]2)[CH2:18][CH2:19][CH:20]1[OH:21]. Yields the product CCOC(=O)Cn1cncc1C=C1CN(C(c2ccccc2)(c2ccccc2)c2ccccc2)CCC1O.